This data is from the Open Reaction Database (ORD), a public repository of structured organic reaction records. The task is: describe an organic reaction: reactants, conditions, products, and yield Starting materials: CCOC=CC(=O)Cl, CCCc1nn(C)c2c(=O)[nH]c(Cc3ccc(N)cc3)nc12, c1ccncc1. The product is CCCc1nn(C)c2c(=O)[nH]c(Cc3ccc(NC(=O)C=COCC)cc3)nc12. RXN SMILES: [CH2:1]([CH3:2])[O:3][CH:4]=[CH:5][C:6](=[O:7])[Cl:8].[NH2:9][c:10]1[cH:11][cH:12][c:13]([CH2:14][c:15]2[nH:16][c:17](=[O:28])[c:18]3[c:19]([n:20]2)[c:21]([CH2:25][CH2:26][CH3:27])[n:22][n:23]3[CH3:24])[cH:29][cH:30]1.[cH:31]1[cH:32][cH:33][n:34][cH:35][cH:36]1>>[CH2:1]([CH3:2])[O:3][CH:4]=[CH:5][C:6](=[O:7])[NH:9][c:10]1[cH:11][cH:12][c:13]([CH2:14][c:15]2[nH:16][c:17](=[O:28])[c:18]3[c:19]([n:20]2)[c:21]([CH2:25][CH2:26][CH3:27])[n:22][n:23]3[CH3:24])[cH:29][cH:30]1. The reactants are C(C)(C)(C)OC[C@@]1([C@H]([C@H]([C@@](O1)(N1C(=O)NC(=O)C=C1)[SiH](C1=CC=CC=C1)C1=CC=CC=C1)O)OCC1=CC=CC2=CC=CC=C12)CO (5′-O-tertbutyldiphenylsilyl-4′-C-hydroxymethyl-3′-O-naphthylmethyluridine), CCOC(=O)C (EtOAc), C=1(C(=CC=CC1)S(=O)(=O)Cl)C (toluenesulfonyl chloride). Run in N1=CC=CC=C1 (pyridine), C(Cl)Cl (CH2Cl2). Run at time 10 hour. Yields the product C(C)(C)(C)OC[C@@]1([C@H]([C@H]([C@@](O1)(N1C(=O)NC(=O)C=C1)[SiH](C1=CC=CC=C1)C1=CC=CC=C1)OS(=O)(=O)C=1C(=CC=CC1)C)OCC1=CC=CC2=CC=CC=C12)COS(=O)(=O)C=1C(=CC=CC1)C (5′-O-tertbutyldiphenylsilyl-3′-O-naphthylmethyl-2′-O-toluenesulfonyl-4′-C-toluenesulfonyloxymethyluridine). The yield is 75.0%. As a reaction SMILES: [C:1]([O:5][CH2:6][C@@:7]1([CH2:46][OH:47])[O:11][C@@:10]([SiH:20]([C:27]2[CH:32]=[CH:31][CH:30]=[CH:29][CH:28]=2)[C:21]2[CH:26]=[CH:25][CH:24]=[CH:23][CH:22]=2)([N:12]2[CH:19]=[CH:18][C:16](=[O:17])[NH:15][C:13]2=[O:14])[C@H:9]([OH:33])[C@@H:8]1[O:34][CH2:35][C:36]1[C:45]2[C:40](=[CH:41][CH:42]=[CH:43][CH:44]=2)[CH:39]=[CH:38][CH:37]=1)([CH3:4])([CH3:3])[CH3:2].[C:48]1([CH3:58])[C:49]([S:54](Cl)(=[O:56])=[O:55])=[CH:50][CH:51]=[CH:52][CH:53]=1.CCO[C:62]([CH3:64])=O>N1C=CC=CC=1.C(Cl)Cl>[C:1]([O:5][CH2:6][C@@:7]1([CH2:46][O:47][S:54]([C:49]2[C:62]([CH3:64])=[CH:51][CH:52]=[CH:53][CH:48]=2)(=[O:56])=[O:55])[O:11][C@@:10]([SiH:20]([C:21]2[CH:22]=[CH:23][CH:24]=[CH:25][CH:26]=2)[C:27]2[CH:32]=[CH:31][CH:30]=[CH:29][CH:28]=2)([N:12]2[CH:19]=[CH:18][C:16](=[O:17])[NH:15][C:13]2=[O:14])[C@H:9]([O:33][S:54]([C:49]2[C:48]([CH3:58])=[CH:53][CH:52]=[CH:51][CH:50]=2)(=[O:56])=[O:55])[C@@H:8]1[O:34][CH2:35][C:36]1[C:45]2[C:40](=[CH:41][CH:42]=[CH:43][CH:44]=2)[CH:39]=[CH:38][CH:37]=1)([CH3:4])([CH3:3])[CH3:2]. Procedure: Dried Compound 46 (29.24 g, 44.79 mmol) was dissolved in a mixture of anhydrous pyridine (82 mL) and anhydrous CH2Cl2 (82 mL). To this solution was added toluenesulfonyl chloride (21.3 g, 112 mmol). After stirring at room temperature for 10 hours, the mixture was poured into EtOAc (1 L), washed with saturated aqueous NaHCO3 (2×0.8 L), then with 1% (v/v) aqueous AcOH (2×0.8 L). Dried over anhydrous Na2SO4, filtered, and evaporated to a brown oil. Purification by silica gel chromatography (2:1 hex... Starting materials: CN(N=C(C1=C(C=CC=C1F)F)Cl)S(=O)(=O)C1=CC=CC=C1 (N-methyl-N-(benzenesulfonyl)-2,6-difluorobenzohydrazonoyl chloride), FC1=C(C#N)C=C(C=C1)CCCCCCCCCCC (2-fluoro-5-undecylbenzonitrile), [Cl-].[Al+3].[Cl-].[Cl-] (aluminum chloride), ClC1=C(C=CC=C1)Cl (o-dichlorobenzene). Run in C(Cl)(Cl)Cl (chloroform). Conditions: temperature 140 celsius, time 30 minute. Yields the product FC1=C(C(=CC=C1)F)C1=NN(C(=N1)C1=C(C=CC(=C1)CCCCCCCCCCC)F)C (3-(2,6-difluorophenyl)-5-(2-fluoro-5-undecylphenyl) 1-methyl-1H-1,2,4-triazole). Isolated yield 65.6%. As a reaction SMILES: [CH3:1][N:2](S(C1C=CC=CC=1)(=O)=O)[N:3]=[C:4](Cl)[C:5]1[C:10]([F:11])=[CH:9][CH:8]=[CH:7][C:6]=1[F:12].[F:23][C:24]1[CH:31]=[CH:30][C:29]([CH2:32][CH2:33][CH2:34][CH2:35][CH2:36][CH2:37][CH2:38][CH2:39][CH2:40][CH2:41][CH3:42])=[CH:28][C:25]=1[C:26]#[N:27].[Cl-].[Al+3].[Cl-].[Cl-].ClC1C=CC=CC=1Cl>C(Cl)(Cl)Cl>[F:11][C:10]1[CH:9]=[CH:8][CH:7]=[C:6]([F:12])[C:5]=1[C:4]1[N:27]=[C:26]([C:25]2[CH:28]=[C:29]([CH2:32][CH2:33][CH2:34][CH2:35][CH2:36][CH2:37][CH2:38][CH2:39][CH2:40][CH2:41][CH3:42])[CH:30]=[CH:31][C:24]=2[F:23])[N:2]([CH3:1])[N:3]=1 |f:2.3.4.5|. Procedure: A mixture of N-methyl-N-(benzenesulfonyl)-2,6-difluorobenzohydrazonoyl chloride (1.28 g), 2-fluoro-5-undecylbenzonitrile (1.09 g), anhydrous aluminum chloride (0.55 g) and o-dichlorobenzene (10 ml) is stirred at an oil bath temperature of 140° C. for 30 minutes. After cooling, the reaction mixture is dissolved in chloroform (200 ml), washed with dilute hydrochloric acid, dilute aqueous solution of sodium hydroxide and saline in this order, dried over anhydrous magnesium sulfate and concentrated ... The product is O=[N+]([O-])c1ccc(CC(N=C=S)c2csc(-c3ccccc3)n2)cc1. RXN SMILES: [BrH:1].[C:25](=[O:26])([O-:27])[O-:28].[Ca+2:29].[Cl:30][C:31]([Cl:32])=[S:33].[N+:2](=[O:3])([O-:4])[c:5]1[cH:6][cH:7][c:8]([CH2:11][CH:12]([NH2:13])[c:14]2[n:15][c:16](-[c:19]3[cH:20][cH:21][cH:22][cH:23][cH:24]3)[s:17][cH:18]2)[cH:9][cH:10]1.[OH2:34]>>[N+:2](=[O:3])([O-:4])[c:5]1[cH:6][cH:7][c:8]([CH2:11][CH:12]([N:13]=[C:31]=[S:33])[c:14]2[n:15][c:16](-[c:19]3[cH:20][cH:21][cH:22][cH:23][cH:24]3)[s:17][cH:18]2)[cH:9][cH:10]1. The reactants are Br, O=C([O-])[O-], [Ca+2], S=C(Cl)Cl, NC(Cc1ccc([N+](=O)[O-])cc1)c1csc(-c2ccccc2)n1, O. Starting materials: CN(C)C=O, N#Cc1ccc(F)cc1, [H-], Cc1cc(N2CCCCCC2)c2ccc(CO)cc2n1, [Na+]. Product: Cc1cc(N2CCCCCC2)c2ccc(COc3ccc(C#N)cc3)cc2n1. Reaction SMILES: [CH3:32][N:33]([CH3:34])[CH:35]=[O:36].[F:23][c:24]1[cH:25][cH:26][c:27]([C:28]#[N:29])[cH:30][cH:31]1.[H-:1].[N:3]1([c:10]2[cH:11][c:12]([CH3:22])[n:13][c:14]3[cH:15][c:16]([CH2:20][OH:21])[cH:17][cH:18][c:19]23)[CH2:4][CH2:5][CH2:6][CH2:7][CH2:8][CH2:9]1.[Na+:2]>>[N:3]1([c:10]2[cH:11][c:12]([CH3:22])[n:13][c:14]3[cH:15][c:16]([CH2:20][O:21][c:24]4[cH:25][cH:26][c:27]([C:28]#[N:29])[cH:30][cH:31]4)[cH:17][cH:18][c:19]23)[CH2:4][CH2:5][CH2:6][CH2:7][CH2:8][CH2:9]1. Starting materials: CC(C)CC(=O)Cl, ClCCl, CCC1CNC(c2cccc(Cl)c2)O1, c1ccncc1. Yields the product CCC1CN(C(=O)CC(C)C)C(c2cccc(Cl)c2)O1. Reaction SMILES: [C:21]([CH2:22][CH:23]([CH3:24])[CH3:25])(=[O:26])[Cl:27].[CH2:28]([Cl:29])[Cl:30].[Cl:1][c:2]1[cH:3][c:4]([CH:8]2[O:9][CH:10]([CH2:13][CH3:14])[CH2:11][NH:12]2)[cH:5][cH:6][cH:7]1.[cH:15]1[cH:16][cH:17][n:18][cH:19][cH:20]1>>[Cl:1][c:2]1[cH:3][c:4]([CH:8]2[O:9][CH:10]([CH2:13][CH3:14])[CH2:11][N:12]2[C:21]([CH2:22][CH:23]([CH3:24])[CH3:25])=[O:26])[cH:5][cH:6][cH:7]1.